This data is from the Open Reaction Database (ORD), a public repository of structured organic reaction records. The task is: describe an organic reaction: reactants, conditions, products, and yield Reactants: CS(C)=O, C[S+](C)(C)=O, CC(OC1CCCCO1)C(=O)c1ccc(F)cc1F, [H-], [I-], [Na+]. Product: CC(OC1CCCCO1)C1(c2ccc(F)cc2F)CO1. RXN SMILES: [CH3:28][S:29](=[O:30])[CH3:31].[CH3:4][S+:5]([CH3:6])([CH3:7])=[O:8].[F:9][c:10]1[c:11]([C:17]([CH:18]([CH3:19])[O:20][CH:21]2[O:22][CH2:23][CH2:24][CH2:25][CH2:26]2)=[O:27])[cH:12][cH:13][c:14]([F:16])[cH:15]1.[H-:1].[I-:3].[Na+:2]>>[CH2:4]1[C:17]([c:11]2[c:10]([F:9])[cH:15][c:14]([F:16])[cH:13][cH:12]2)([CH:18]([CH3:19])[O:20][CH:21]2[O:22][CH2:23][CH2:24][CH2:25][CH2:26]2)[O:27]1. Run in CN(C=O)C (dimethyl formamide). Procedure details: A solution of 15 g of 1-methyl-7-chloro-3-hydroxy-5-phenyl-1,3-dihydro-2H-1,4-benzodiazepine-2-one (Temazepam) and 5 g of absolute pyridine is cooled in 40 ml of freshly distilled dimethyl formamide to -5° and is mixed drop by drop with 10.5 g of dipropyl acetic acid chloride with the exclusion of atmospheric moisture. The mixture is stirred for an additional 4 hours at -5° and is allowed to stand over night at 0°, and then the mixture is poured on ice. The separated oil crystallizes while rubbe... Reaction SMILES: [CH3:1][N:2]1[C:8]2[CH:9]=[CH:10][C:11]([Cl:13])=[CH:12][C:7]=2[C:6]([C:14]2[CH:19]=[CH:18][CH:17]=[CH:16][CH:15]=2)=[N:5][CH:4]([OH:20])[C:3]1=[O:21].N1C=CC=CC=1.[CH2:28]([CH:31]([CH2:35][CH2:36][CH3:37])[C:32](Cl)=[O:33])[CH2:29][CH3:30]>CN(C)C=O>[CH3:1][N:2]1[C:8]2[CH:9]=[CH:10][C:11]([Cl:13])=[CH:12][C:7]=2[C:6]([C:14]2[CH:19]=[CH:18][CH:17]=[CH:16][CH:15]=2)=[N:5][CH:4]([O:20][C:32](=[O:33])[CH:31]([CH2:35][CH2:36][CH3:37])[CH2:28][CH2:29][CH3:30])[C:3]1=[O:21]. Product: CN1C(C(N=C(C2=C1C=CC(=C2)Cl)C2=CC=CC=C2)OC(C(CCC)CCC)=O)=O (1-methyl-7-chloro-3-dipropylacetoxy-5-phenyl-1,3-dihydro-2H-1,4-benzodiazepine-2-one). Starting materials: CN1C(C(N=C(C2=C1C=CC(=C2)Cl)C2=CC=CC=C2)O)=O (1-methyl-7-chloro-3-hydroxy-5-phenyl-1,3-dihydro-2H-1,4-benzodiazepine-2-one), N1=CC=CC=C1 (pyridine), C(CC)C(C(=O)Cl)CCC (dipropyl acetic acid chloride). Conditions: time 4 hour. Reactants: [BH4-], CO, [Na+], C1CCOC1, O, O=Cc1ccc(S(=O)(=O)c2ccccc2)cc1. Yields the product O=S(=O)(c1ccccc1)c1ccc(CO)cc1. Reaction SMILES: [BH4-:20].[CH3:18][OH:19].[Na+:21].[O:23]1[CH2:24][CH2:25][CH2:26][CH2:27]1.[OH2:22].[c:1]1([S:7](=[O:8])(=[O:9])[c:10]2[cH:11][cH:12][c:13]([CH:14]=[O:15])[cH:16][cH:17]2)[cH:2][cH:3][cH:4][cH:5][cH:6]1>>[c:1]1([S:7](=[O:8])(=[O:9])[c:10]2[cH:11][cH:12][c:13]([CH2:14][OH:15])[cH:16][cH:17]2)[cH:2][cH:3][cH:4][cH:5][cH:6]1. Starting materials: CC1=C(C=CC(=C1)C(=O)OC)C=1C(=CC=CC1)C(=O)OCC (2-ethyl 4′-methyl 2′-methyl-biphenyl-2,4′-dicarboxylate), [OH-].[Na+] (sodium hydroxide). Run in C(C)O (ethanol). Reaction conditions: temperature 100 celsius, time 8 hour. Yields the product CC1=C(C=CC(=C1)C(=O)O)C=1C(=CC=CC1)C(=O)O (2′-methyl-biphenyl-2,4′-dicarboxylic acid). The yield is 94.8%. RXN SMILES: [CH3:1][C:2]1[CH:7]=[C:6]([C:8]([O:10]C)=[O:9])[CH:5]=[CH:4][C:3]=1[C:12]1[C:13]([C:18]([O:20]CC)=[O:19])=[CH:14][CH:15]=[CH:16][CH:17]=1.[OH-].[Na+]>C(O)C>[CH3:1][C:2]1[CH:7]=[C:6]([C:8]([OH:10])=[O:9])[CH:5]=[CH:4][C:3]=1[C:12]1[C:13]([C:18]([OH:20])=[O:19])=[CH:14][CH:15]=[CH:16][CH:17]=1 |f:1.2|. Procedure: A mixture of 2-ethyl 4′-methyl 2′-methyl-biphenyl-2,4′-dicarboxylate (2.404 g), ethanol (12 ml) and 4N aqueous sodium hydroxide solution (6 ml) was stirred at 100° C. overnight. After completion of the reaction, the reaction mixture was concentrated under reduced pressure, and water (50 ml) was added to the obtained residue. This mixture was adjusted to pH 1 with 6N hydrochloric acid (5 ml), ethanol (10 ml) was added, and the mixture was stirred at room temperature for 10 min. This suspension wa... The reactants are NC1=CC=C(C=C1)N1C2=C(NC(CC1=O)=O)C1=CC=CC=C1C=C2 (5-(4-aminophenyl)-1H-naphtho[1,2-b][1,4]diazepine-2,4(3H,5H)-dione), BrC1=C(C=CC=C1)CS(=O)(=O)Cl ((2-bromophenyl)methanesulfonyl chloride). Yields the product BrC1=C(C=CC=C1)CS(=O)(=O)NC1=CC=C(C=C1)N1C2=C(NC(CC1=O)=O)C1=CC=CC=C1C=C2 (1-(2-Bromophenyl)-N-[4-(2,4-dioxo-1,2,3,4-tetrahydronaphtho[1,2-b][1,4]diazepin-5-yl)phenyl]methanesulfonamide). Yield: 46.0%. RXN SMILES: [NH2:1][C:2]1[CH:7]=[CH:6][C:5]([N:8]2[C:14](=[O:15])[CH2:13][C:12](=[O:16])[NH:11][C:10]3[C:17]4[C:22]([CH:23]=[CH:24][C:9]2=3)=[CH:21][CH:20]=[CH:19][CH:18]=4)=[CH:4][CH:3]=1.[Br:25][C:26]1[CH:31]=[CH:30][CH:29]=[CH:28][C:27]=1[CH2:32][S:33](Cl)(=[O:35])=[O:34]>>[Br:25][C:26]1[CH:31]=[CH:30][CH:29]=[CH:28][C:27]=1[CH2:32][S:33]([NH:1][C:2]1[CH:7]=[CH:6][C:5]([N:8]2[C:14](=[O:15])[CH2:13][C:12](=[O:16])[NH:11][C:10]3[C:17]4[C:22]([CH:23]=[CH:24][C:9]2=3)=[CH:21][CH:20]=[CH:19][CH:18]=4)=[CH:4][CH:3]=1)(=[O:35])=[O:34]. Procedure: By using 5-(4-aminophenyl)-1H-naphtho[1,2-b][1,4]diazepine-2,4(3H,5H)-dione obtained in Example 1, (3), and (2-bromophenyl)methanesulfonyl chloride, the title compound (yield 46%) was obtained in the same manner as that of Example 145.